From a dataset of the Open Reaction Database (ORD), a public repository of structured organic reaction records. describe an organic reaction: reactants, conditions, products, and yield The reactants are CN1C(=NC2=C1C=CC(=C2)N(CCC(=O)OCC)S(=O)(=O)C=2C=CC=C1C=CC=NC21)COC2=CC=C(C=C2)C#N (1-methyl-2-[(4-cyanophenyl)-oxymethyl]-5-[N-(2-ethoxycarbonylethyl)-quinoline-8-sulphonylamino]-benzimidazole), Cl (hydrochloric acid), C([O-])([O-])=O.[NH4+].[NH4+] (ammonium carbonate). Run in C(C)O (ethanol). The product is CN1C(=NC2=C1C=CC(=C2)N(CCC(=O)OCC)S(=O)(=O)C=2C=CC=C1C=CC=NC21)COC2=CC=C(C=C2)C(N)=N (1-methyl-2-[(4-amidinophenyl)-oxymethyl]-5-[N-(2-ethoxycarbonylethyl)-quinoline-8-sulphonylamino]-benzimidazole). RXN SMILES: [CH3:1][N:2]1[C:6]2[CH:7]=[CH:8][C:9]([N:11]([S:19]([C:22]3[CH:23]=[CH:24][CH:25]=[C:26]4[C:31]=3[N:30]=[CH:29][CH:28]=[CH:27]4)(=[O:21])=[O:20])[CH2:12][CH2:13][C:14]([O:16][CH2:17][CH3:18])=[O:15])=[CH:10][C:5]=2[N:4]=[C:3]1[CH2:32][O:33][C:34]1[CH:39]=[CH:38][C:37]([C:40]#[N:41])=[CH:36][CH:35]=1.Cl.C(=O)([O-])[O-].[NH4+:47].[NH4+]>C(O)C>[CH3:1][N:2]1[C:6]2[CH:7]=[CH:8][C:9]([N:11]([S:19]([C:22]3[CH:23]=[CH:24][CH:25]=[C:26]4[C:31]=3[N:30]=[CH:29][CH:28]=[CH:27]4)(=[O:21])=[O:20])[CH2:12][CH2:13][C:14]([O:16][CH2:17][CH3:18])=[O:15])=[CH:10][C:5]=2[N:4]=[C:3]1[CH2:32][O:33][C:34]1[CH:39]=[CH:38][C:37]([C:40](=[NH:47])[NH2:41])=[CH:36][CH:35]=1 |f:2.3.4|. Procedure details: Prepared analogously to Example 1e from 1-methyl-2-[(4-cyanophenyl)-oxymethyl]-5-[N-(2-ethoxycarbonylethyl)-quinoline-8-sulphonylamino]-benzimidazole and ethanolic hydrochloric acid, ethanol and ammonium carbonate. The reactants are C([O-])([O-])=O.[Na+].[Na+] (sodium carbonate), ClC=1C=C2C(=CNC2=CC1)CCNC(C1=C(C=CC=C1)I)=O (N-(2-(5-chloro-1H-indol-3-yl)ethyl)-2-iodobenzamide), OC1=CC=C(C=C1)B(O)O (4-hydroxyphenylboronic acid). The reagents and catalysts are C=1C=CC(=CC1)[P](C=2C=CC=CC2)(C=3C=CC=CC3)[Pd]([P](C=4C=CC=CC4)(C=5C=CC=CC5)C=6C=CC=CC6)([P](C=7C=CC=CC7)(C=8C=CC=CC8)C=9C=CC=CC9)[P](C=1C=CC=CC1)(C=1C=CC=CC1)C=1C=CC=CC1 (tetrakis(triphenylphosphine)palladium). Run in C(OC)COC (dimethoxyethane), O (water). The product is eluent, ClC=1C=C2C(=CNC2=CC1)CCNC(=O)C=1C(=CC=CC1)C1=CC=C(C=C1)O (N-(2-(5-chloro-1H-indol-3-yl)ethyl)-4′-hydroxybiphenyl-2-carboxamide). Yield: 24.7%. Reaction SMILES: [Cl:1][C:2]1[CH:3]=[C:4]2[C:8](=[CH:9][CH:10]=1)[NH:7][CH:6]=[C:5]2[CH2:11][CH2:12][NH:13][C:14](=[O:22])[C:15]1[CH:20]=[CH:19][CH:18]=[CH:17][C:16]=1I.[OH:23][C:24]1[CH:29]=[CH:28][C:27](B(O)O)=[CH:26][CH:25]=1.C(=O)([O-])[O-].[Na+].[Na+]>C(COC)OC.O.C1C=CC([P]([Pd]([P](C2C=CC=CC=2)(C2C=CC=CC=2)C2C=CC=CC=2)([P](C2C=CC=CC=2)(C2C=CC=CC=2)C2C=CC=CC=2)[P](C2C=CC=CC=2)(C2C=CC=CC=2)C2C=CC=CC=2)(C2C=CC=CC=2)C2C=CC=CC=2)=CC=1>[Cl:1][C:2]1[CH:3]=[C:4]2[C:8](=[CH:9][CH:10]=1)[NH:7][CH:6]=[C:5]2[CH2:11][CH2:12][NH:13][C:14]([C:15]1[C:16]([C:27]2[CH:28]=[CH:29][C:24]([OH:23])=[CH:25][CH:26]=2)=[CH:17][CH:18]=[CH:19][CH:20]=1)=[O:22] |f:2.3.4,^1:49,51,70,89|. Procedure details: N-(2-(5-chloro-1H-indol-3-yl)ethyl)-4′-hydroxybiphenyl-2-carboxamide was prepared according to method B with N-(2-(5-chloro-1H-indol-3-yl)ethyl)-2-iodobenzamide (0.075 g; 0.176 mmol), 4-hydroxyphenylboronic acid (0.024 g; 0.177 mmol), tetrakis(triphenylphosphine)palladium (0.010 g; 0.009 mmol), sodium carbonate (0.037 g; 0.353 mmol), in dimethoxyethane (3 mL) and water (1 mL), irradiated in a microwave oven at 130° C. for 18 minutes. Flash chromatography on silica gel (eluent 10 to 80% ethyl ace... Reactants: N\C(=C/C(=O)OCC)\C (ethyl 3-aminocrotonate), C(=O)C=C (acrolein), N1CCCCC1 (piperidine), C(=O)C=C (acrolein). The solvent is C(C)(C)O (isopropanol). Reaction conditions: temperature 100 celsius. Product: CC1=C(C(=O)OCC)C=CC=N1 (Ethyl 2-methylnicotinate). Reaction SMILES: [NH2:1]/[C:2](/[CH3:9])=[CH:3]\[C:4]([O:6][CH2:7][CH3:8])=[O:5].N1CC[CH2:13][CH2:12][CH2:11]1.C(C=C)=O>C(O)(C)C>[CH3:9][C:2]1[N:1]=[CH:13][CH:12]=[CH:11][C:3]=1[C:4]([O:6][CH2:7][CH3:8])=[O:5]. Procedure details: To a mixture of 800 ml. of ethyl 3-aminocrotonate, 30 ml. of piperidine and 1.4 l. of isopropanol, stirred at 25°-30° C., 540 ml. of acrolein were added slowly over a 2 hour period with stirring. Upon completion of the addition of the acrolein, the reaction mixture was heated to reflux and refluxed for 31/2 hours. Then the reaction mixture was evaporated at reduced pressure to dryness. The residue was heated to 100° C. and 610 g. of sulfur were added thereto portionwise. The reaction mixture was... The reactants are 0, FC(C1=CC=C(NC(CC#N)=O)C=C1)(F)F (4'-trifluoromethyl-cyanoacetanilide), N1C=NC=C1 (imidazole), [H-].[Na+] (sodium hydride), C(\C=C\C)(=O)Cl (crotonyl chloride), hydrochloric acid ice. Run in O1CCCC1 (tetrahydrofuran). Reaction conditions: time 2 hour. Yields the product C(#N)/C(/C(=O)NC1=CC=C(C=C1)C(F)(F)F)=C(/C=CC)\O ((E)-2-cyano-3-hydroxy-N-(4-trifluoromethylphenyl)-hexa-2,4-dienamide). Yield: 99.0%. RXN SMILES: [F:1][C:2]([F:16])([F:15])[C:3]1[CH:14]=[CH:13][C:6]([NH:7][C:8](=[O:12])[CH2:9][C:10]#[N:11])=[CH:5][CH:4]=1.N1C=CN=C1.[H-].[Na+].[C:24](Cl)(=[O:28])/[CH:25]=[CH:26]/[CH3:27]>O1CCCC1>[C:10](/[C:9](=[C:24](\[OH:28])/[CH:25]=[CH:26][CH3:27])/[C:8]([NH:7][C:6]1[CH:5]=[CH:4][C:3]([C:2]([F:15])([F:16])[F:1])=[CH:14][CH:13]=1)=[O:12])#[N:11] |f:2.3|. Procedure details: 0 6.0 g (0.026 mole) of 4'-trifluoromethyl-cyanoacetanilide in 200 ml of dry tetrahydrofuran were stirred under nitrogen during the addition of 0.02 g of imidazole and 1.95 g (0.065 mole) of sodium hydride 80% oil dispersion. The suspension was stirred for 2 hours at room temperature and then was cooled to -78° C. before the dropwise addition of 3.06 ml (0.031 mole) of freshly distilled crotonyl chloride. The mixture was stirred at -78° C. for 2 hours, poured onto a mixture of dilute hydrochlori...